Dataset: the Open Reaction Database (ORD), a public repository of structured organic reaction records. Task: describe an organic reaction: reactants, conditions, products, and yield As a reaction SMILES: [Cl:1][C:2]1[CH:28]=[CH:27][C:5]([CH2:6][CH2:7][N:8]([CH2:10][CH2:11][C:12]([C:25]#[N:26])([C:19]2[CH:24]=[CH:23][CH:22]=[CH:21][CH:20]=2)[C:13]2[CH:18]=[CH:17][CH:16]=[CH:15][CH:14]=2)[CH3:9])=[CH:4][CH:3]=1.C(=O)([O-])[O-:30].[K+].[K+]>S(=O)(=O)(O)O>[Cl:1][C:2]1[CH:28]=[CH:27][C:5]([CH2:6][CH2:7][N:8]([CH2:10][CH2:11][C:12]([C:19]2[CH:20]=[CH:21][CH:22]=[CH:23][CH:24]=2)([C:13]2[CH:18]=[CH:17][CH:16]=[CH:15][CH:14]=2)[C:25]([NH2:26])=[O:30])[CH3:9])=[CH:4][CH:3]=1 |f:1.2.3|. The reactants are ice, ClC1=CC=C(CCN(C)CCC(C2=CC=CC=C2)(C2=CC=CC=C2)C#N)C=C1 (3-[N-(4-chlorphenethyl)-N-methylamino]-1-cyano-1,1-diphenylpropane), C([O-])([O-])=O.[K+].[K+] (potassium carbonate). Conditions: time 3 hour. Solvent: S(O)(O)(=O)=O (sulphuric acid). Reported procedure: A solution of 3-[N-(4-chlorphenethyl)-N-methylamino]-1-cyano-1,1-diphenylpropane (0.2 g--Preparation 24) in 90% sulphuric acid (0.5 ml) was heated at 80°-85° c. for 3 hours. On cooling to room temperature, ice (10 g) was added and the mixture was basified (pH 10) by the addition of potassium carbonate. The mixture was extracted with dichloromethane (3×50 ml) and the combined dichloromethane extracts were washed with water (2×20 ml) then dried (Na2SO4) and concentrate in vacuo to give a gum. The ... Yields the product ClC1=CC=C(CCN(C)CCC(C(=O)N)(C2=CC=CC=C2)C2=CC=CC=C2)C=C1 (4-[N-(4-chlorophenethyl)-N-methylamino]-2,2-diphenylbutanamide).